From a dataset of the Open Reaction Database (ORD), a public repository of structured organic reaction records. describe an organic reaction: reactants, conditions, products, and yield Starting materials: OCC=1C(=NC=CC1)N (3-hydroxymethyl-2-pyridinamine), ClCC=O (chloroacetaldehyde), C([O-])(O)=O.[Na+] (sodium bicarbonate). Solvent: C(C)O (ethanol). The product is OCC=1C=2N(C=CC1)C=CN2 (8-hydroxymethylimidazo[1,2-a]pyridine). Isolated yield 129.1%. Reaction SMILES: [OH:1][CH2:2][C:3]1[C:4]([NH2:9])=[N:5][CH:6]=[CH:7][CH:8]=1.Cl[CH2:11][CH:12]=O.C(=O)(O)[O-].[Na+]>C(O)C>[OH:1][CH2:2][C:3]1[C:4]2[N:5]([CH:11]=[CH:12][N:9]=2)[CH:6]=[CH:7][CH:8]=1 |f:2.3|. Reported procedure: A mixture of 2.92 g (23 mmole) of 3-hydroxymethyl-2-pyridinamine, 6.15 g (35 mmole) of chloroacetaldehyde, and 2.0 g (35 mmole) of sodium bicarbonate in 100 ml of ethanol was heated at reflux for 1.5 hours. The mixture was filtered and the filtrate was concentrated in vacuo to a solid. Recrystallization from diethyl ether yielded 4.4 g of 8-hydroxymethylimidazo[1,2-a]pyridine, as confirmed by the nmr and infrared spectra. A mixture of 683 mg (3.8 mmole) of 2-mercapto-5-methoxybenzimidazole and 7... Reactants: ClC=1C=C(C=CC1)NC=1C=C(C=CC1)[C@@H](C1=CC=C(C(=O)N(CC)CC)C=C1)N1CCNCC1 (4-[(R)-{3-[(3-chlorophenyl)amino]phenyl}(piperazin-1-yl)methyl]-N,N-diethylbenzamide). Run in CO (MeOH). Product: ClC=1C=C(C=CC1)NC=1C=C(C=CC1)[C@H](C1=CC=C(C(=O)N(CC)CC)C=C1)N1CCNCC1 (4-[(S)-{3-[(3-chlorophenyl)amino]phenyl}(piperazin-1-yl)methyl]-N,N-diethylbenzamide). RXN SMILES: [Cl:1][C:2]1[CH:3]=[C:4]([NH:8][C:9]2[CH:10]=[C:11]([C@H:15]([N:29]3[CH2:34][CH2:33][NH:32][CH2:31][CH2:30]3)[C:16]3[CH:28]=[CH:27][C:19]([C:20]([N:22]([CH2:25][CH3:26])[CH2:23][CH3:24])=[O:21])=[CH:18][CH:17]=3)[CH:12]=[CH:13][CH:14]=2)[CH:5]=[CH:6][CH:7]=1>CO>[Cl:1][C:2]1[CH:3]=[C:4]([NH:8][C:9]2[CH:10]=[C:11]([C@@H:15]([N:29]3[CH2:34][CH2:33][NH:32][CH2:31][CH2:30]3)[C:16]3[CH:28]=[CH:27][C:19]([C:20]([N:22]([CH2:23][CH3:24])[CH2:25][CH3:26])=[O:21])=[CH:18][CH:17]=3)[CH:12]=[CH:13][CH:14]=2)[CH:5]=[CH:6][CH:7]=1. Procedure: To a solution of INTERMEDIATE 5a (103 mg) in toluene (2 mL) was added 3-chloro-bromobenzene (34 μL; 1.3 eq), Pd2(dba)3 (8.2 g; 0.04 eq), Sodium tert-butoxide (29 g; 1.4 eq) and BINAP (11 g; 0.08 eq). The solution was heated in the microwave in a sealed tube for 5 min at 110° C. The resulting mixture filtered through celite and concentrated. The crude was purified by a normal phase MPLC with a disposable silica gel column (40 g); eluting 40% to 60% ethyl acetate in hexane. Pure fraction collected... Procedure: Following a procedure similar to that described in Preparation 23(iii) and 23(iv), but using 0.76 g of (2S,4S)-4-(4-methoxybenzylthio)-1-(4-nitrobenzyloxycarbonyl)-2-[(3R)-pyrrolidin-3-ylaminocarbonyl]pyrrolidine hydrochloride and 0.33 g of N-(4-nitrobenzyloxycarbonyl)acetamidine, 0.45 g of the title compound was obtained as a powder. The product is S[C@H]1C[C@H](N(C1)C(=O)OCC1=CC=C(C=C1)[N+](=O)[O-])C(=O)N[C@H]1CN(CC1)C(C)=NC(=O)OCC1=CC=C(C=C1)[N+](=O)[O-] ((2S,4S)-4-Mercapto-2-[(3R)-1-(N-4-nitrobenzyloxycarbonylacetimidoyl)pyrrolidin-3-ylaminocarbonyl]-1-(4-nitrobenzyloxycarbonyl)pyrrolidine). Yield: 53.1%. Reactants: [N+](=O)([O-])C1=CC=C(COC(=O)NC(C)=N)C=C1 (N-(4-nitrobenzyloxycarbonyl)acetamidine), 23(iii), 23(iv), Cl.COC1=CC=C(CS[C@H]2C[C@H](N(C2)C(=O)OCC2=CC=C(C=C2)[N+](=O)[O-])C(=O)N[C@H]2CNCC2)C=C1 ((2S,4S)-4-(4-methoxybenzylthio)-1-(4-nitrobenzyloxycarbonyl)-2-[(3R)-pyrrolidin-3-ylaminocarbonyl]pyrrolidine hydrochloride). Reaction SMILES: Cl.COC1C=CC(C[S:9][C@@H:10]2[CH2:14][N:13]([C:15]([O:17][CH2:18][C:19]3[CH:24]=[CH:23][C:22]([N+:25]([O-:27])=[O:26])=[CH:21][CH:20]=3)=[O:16])[C@H:12]([C:28]([NH:30][C@@H:31]3[CH2:35][CH2:34]N[CH2:32]3)=[O:29])[CH2:11]2)=CC=1.[N+:38]([C:41]1[CH:54]=[CH:53][C:44]([CH2:45][O:46][C:47]([NH:49][C:50](=[NH:52])[CH3:51])=[O:48])=[CH:43][CH:42]=1)([O-:40])=[O:39]>>[SH:9][C@@H:10]1[CH2:14][N:13]([C:15]([O:17][CH2:18][C:19]2[CH:20]=[CH:21][C:22]([N+:25]([O-:27])=[O:26])=[CH:23][CH:24]=2)=[O:16])[C@H:12]([C:28]([NH:30][C@@H:31]2[CH2:35][CH2:34][N:52]([C:50](=[N:49][C:47]([O:46][CH2:45][C:44]3[CH:43]=[CH:42][C:41]([N+:38]([O-:40])=[O:39])=[CH:54][CH:53]=3)=[O:48])[CH3:51])[CH2:32]2)=[O:29])[CH2:11]1 |f:0.1|. Starting materials: ClCCl, CC(C)C[AlH]CC(C)C, COC(=O)c1ccc(Nc2cc(Cl)nn(C)c2=O)nc1. Yields the product Cn1nc(Cl)cc(Nc2ccc(CO)cn2)c1=O. RXN SMILES: [CH2:30]([Cl:31])[Cl:32].[CH3:21][CH:22]([CH2:23][AlH:24][CH2:25][CH:26]([CH3:27])[CH3:28])[CH3:29].[Cl:1][c:2]1[cH:3][c:4]([NH:10][c:11]2[n:12][cH:13][c:14]([C:15](=[O:16])[O:17][CH3:18])[cH:19][cH:20]2)[c:5](=[O:9])[n:6]([CH3:8])[n:7]1>>[Cl:1][c:2]1[cH:3][c:4]([NH:10][c:11]2[n:12][cH:13][c:14]([CH2:15][OH:16])[cH:19][cH:20]2)[c:5](=[O:9])[n:6]([CH3:8])[n:7]1. Reactants: C(CCC)[Sn](CCCC)=O (Dibutyltin oxide), C(OC)(OC)=O (dimethyl carbonate). The solvent is CO (methanol). The product is C[O-].C[O-].C(CCC)[Sn+2]CCCC (dibutyltin dimethoxide). As a reaction SMILES: [CH2:1]([Sn:5](=O)[CH2:6][CH2:7][CH2:8][CH3:9])[CH2:2][CH2:3][CH3:4].[C:11](=O)(OC)[O:12]C>CO>[CH3:11][O-:12].[CH3:11][O-:12].[CH2:1]([Sn+2:5][CH2:6][CH2:7][CH2:8][CH3:9])[CH2:2][CH2:3][CH3:4] |f:3.4.5|. Procedure details: Dibutyltin oxide is reacted with methanol and dimethyl carbonate, at a temperature in the range between about 50° to 200° C. and at a pressure in the range between about 75 to 600 psi (0.52 to 4.14 MPa) resulting in a quantitative formation of dibutyltin dimethoxide (i.e., dibutyltin dimethoxide is present in the final product in an amount between about 90 to 100 mole % (based on tin species in the catalyst product), more preferably about 95 to 100 mole %) and carbon dioxide as shown in Equation... The reactants are N#N (N2), CC=1OC(=C(N1)C(=O)O)C=1C=C(C=CC1)C (2-methyl-5-(m-tolyl)oxazole-4-carboxylic acid), C=1C=CC2=C(C1)N=NN2O (HOBt), C(CCl)Cl (EDC), CCN(C(C)C)C(C)C (DIPEA), COCC1=CN=C(S1)CN1N=CC(=N1)N (2-((5-(methoxymethyl)thiazol-2-yl)methyl)-2H-1,2,3-triazol-4-amine). Reagents/catalysts: CN(C)C=1C=CN=CC1 (DMAP). The solvent is C(Cl)Cl (CH2Cl2), C(Cl)Cl (CH2Cl2), C(Cl)Cl (CH2Cl2). Run at time 30 minute. Yields the product COCC1=CN=C(S1)CN1N=CC(=N1)NC(=O)C=1N=C(OC1C=1C=C(C=CC1)C)C (N-(2-((5-(Methoxymethyl)thiazol-2-yl)methyl)-2H-1,2,3-triazol-4-yl)-2-methyl-5-(m-tolyl)oxazole-4-carboxamide). As a reaction SMILES: N#N.[CH3:3][C:4]1[O:5][C:6]([C:12]2[CH:13]=[C:14]([CH3:18])[CH:15]=[CH:16][CH:17]=2)=[C:7]([C:9]([OH:11])=O)[N:8]=1.C1C=CC2N(O)N=NC=2C=1.C(Cl)CCl.CCN(C(C)C)C(C)C.[CH3:42][O:43][CH2:44][C:45]1[S:49][C:48]([CH2:50][N:51]2[N:55]=[C:54]([NH2:56])[CH:53]=[N:52]2)=[N:47][CH:46]=1>C(Cl)Cl.CN(C1C=CN=CC=1)C>[CH3:42][O:43][CH2:44][C:45]1[S:49][C:48]([CH2:50][N:51]2[N:55]=[C:54]([NH:56][C:9]([C:7]3[N:8]=[C:4]([CH3:3])[O:5][C:6]=3[C:12]3[CH:13]=[C:14]([CH3:18])[CH:15]=[CH:16][CH:17]=3)=[O:11])[CH:53]=[N:52]2)=[N:47][CH:46]=1. Procedure: In a flame dried round-bottomed flask equipped with a magnetic stir bar and under inert atmosphere (N2), a solution of 2-methyl-5-(m-tolyl)oxazole-4-carboxylic acid (WO 2009/077990, p. 112) (61.0 mg, 0.28 mmol) in CH2Cl2 (1.5 mL) was treated at rt with DMAP (8.5 mg, 0.07 mmol), HOBt (45.6 mg, 0.34 mmol), EDC (135 mg, 0.70 mmol) and DIPEA (0.19 mL, 1.12 mmol) and the resulting mixture was stirred for 30 min at rt. A solution of 2-((5-(methoxymethyl)thiazol-2-yl)methyl)-2H-1,2,3-triazol-4-amine (6...